From a dataset of the Open Reaction Database (ORD), a public repository of structured organic reaction records. describe an organic reaction: reactants, conditions, products, and yield Procedure details: On an ice-common salt bath, 6.25 ml of bromine was added dropwise to a solution of 15.1 g of sodium hydroxide in 100 ml of water under stirring and cooling. To a solution of 6.50 g of 5-acetyl-2-methyl coumaran (Ml) in 100 ml of dioxane, the above mixture (i.e., hypobromous acid solution) was added dropwise at 3°-8° C. under cooling on an ice bath. The ice bath was removed after the addition. The resultant mixture was stirred for 3.5 hours at room temperature. After the reaction, the reaction mi... The solvent is O (water), O1CCOCC1 (dioxane). The product is C(=O)(O)C=1C=C2CC(OC2=CC1)C (5-carboxy-2-methylcoumaran). Yield: 57.4%. Reactants: BrBr (bromine), [OH-].[Na+] (sodium hydroxide), ice water, C(C)(=O)C=1C=C2CC(OC2=CC1)C (5-acetyl-2-methyl coumaran), BrO (hypobromous acid), Cl (hydrochloric acid). Reaction SMILES: BrBr.[OH-:3].[Na+].[C:5]([C:8]1[CH:9]=[C:10]2[C:14](=[CH:15][CH:16]=1)[O:13][CH:12]([CH3:17])[CH2:11]2)(=[O:7])C.BrO.Cl>O.O1CCOCC1>[C:5]([C:8]1[CH:9]=[C:10]2[C:14](=[CH:15][CH:16]=1)[O:13][CH:12]([CH3:17])[CH2:11]2)([OH:7])=[O:3] |f:1.2|. Reactants: CCc1cc(C=O)c(F)c(N2CCOCC2)c1, C1CCOC1, [Li]CCCC, c1ccc(-c2cn(C(c3ccccc3)(c3ccccc3)c3ccccc3)cn2)cc1. Product: CCc1cc(C(O)c2nc(-c3ccccc3)cn2C(c2ccccc2)(c2ccccc2)c2ccccc2)c(F)c(N2CCOCC2)c1. As a reaction SMILES: [CH2:36]([CH3:37])[c:38]1[cH:39][c:40]([N:47]2[CH2:48][CH2:49][O:50][CH2:51][CH2:52]2)[c:41]([F:46])[c:42]([CH:43]=[O:44])[cH:45]1.[CH2:53]1[O:54][CH2:55][CH2:56][CH2:57]1.[CH3:31][CH2:32][CH2:33][CH2:34][Li:35].[c:1]1(-[c:7]2[n:8][cH:9][n:10]([C:12]([c:13]3[cH:14][cH:15][cH:16][cH:17][cH:18]3)([c:19]3[cH:20][cH:21][cH:22][cH:23][cH:24]3)[c:25]3[cH:26][cH:27][cH:28][cH:29][cH:30]3)[cH:11]2)[cH:2][cH:3][cH:4][cH:5][cH:6]1>>[c:1]1(-[c:7]2[n:8][c:9]([CH:43]([c:42]3[c:41]([F:46])[c:40]([N:47]4[CH2:48][CH2:49][O:50][CH2:51][CH2:52]4)[cH:39][c:38]([CH2:36][CH3:37])[cH:45]3)[OH:44])[n:10]([C:12]([c:13]3[cH:14][cH:15][cH:16][cH:17][cH:18]3)([c:19]3[cH:20][cH:21][cH:22][cH:23][cH:24]3)[c:25]3[cH:26][cH:27][cH:28][cH:29][cH:30]3)[cH:11]2)[cH:2][cH:3][cH:4][cH:5][cH:6]1.